From a dataset of the Open Reaction Database (ORD), a public repository of structured organic reaction records. describe an organic reaction: reactants, conditions, products, and yield The reactants are C1(CCCCC1)O (Cyclohexanol), C(\C=C\C)(=O)O (crotonic acid), 2-L. Reagents/catalysts: CC=1C=CC(=CC1)S(=O)(=O)O (PTSA). The solvent is C1(=CC=CC=C1)C (toluene). Reaction conditions: temperature 125 celsius. Product: C1(CCCCC1)OC(C=CC)=O (but-2-enoic acid cyclohexyl ester). Yield: 78.5%. Reaction SMILES: [CH:1]1([OH:7])[CH2:6][CH2:5][CH2:4][CH2:3][CH2:2]1.[C:8](O)(=[O:12])/[CH:9]=[CH:10]/[CH3:11]>CC1C=CC(S(O)(=O)=O)=CC=1.C1(C)C=CC=CC=1>[CH:1]1([O:7][C:8](=[O:12])[CH:9]=[CH:10][CH3:11])[CH2:6][CH2:5][CH2:4][CH2:3][CH2:2]1. Procedure: Cyclohexanol (220 g), crotonic acid (199 g), PTSA (8 g), and toluene (300 mL) were charged into a 2-L reaction flask fitted with a mechanical stirrer, a thermocouple, a Dean-Stark trap, and a condenser. The reaction mixture was heated to reflux at about 120-130° C. Water was removed azeotropically. The reaction was aged at reflux for about 4-5 hours until no more water evolved. The reaction mixture was cooled to room temperature and quenched with water (400 mL). The organic layer was separated a... Solvent: CC(CN)O (isopropanolamine). Yield: 133.2%. Product: CN1C(=O)C=CC2=C(C=CC(=C12)O)C(CNC(C)C)=O (1-methyl-5-isopropylaminoacetyl-8-hydroxycarbostyril). Reactants: CN1C(=O)C=CC2=C(C=CC(=C12)OC)C(CCl)=O (1-methyl-5-chloroacetyl-8-methoxycarbostyril). Procedure: 10 ml of isopropanolamine (III) was added to 1.6 g of 1-methyl-5-chloroacetyl-8-hydroxycarbostyril (IV) prepared as described in Example 2, and the mixture was allowed to react at a temperature of 35° C. for 2 hours while stirring. The reaction mixture was concentrated under reduced pressure, and the residue was distilled azeotropically with ethanol to dryness. The resulting residue was dissolved in 20 ml of ethanol, and the solution was filtered to recover the insoluble material which was then ... As a reaction SMILES: [CH3:1][N:2]1[C:12]2[C:7](=[C:8]([C:15](=[O:18])[CH2:16]Cl)[CH:9]=[CH:10][C:11]=2[O:13]C)[CH:6]=[CH:5][C:3]1=[O:4]>CC(O)CN>[CH3:1][N:2]1[C:12]2[C:7](=[C:8]([C:15](=[O:18])[CH2:16][NH:2][CH:12]([CH3:7])[CH3:11])[CH:9]=[CH:10][C:11]=2[OH:13])[CH:6]=[CH:5][C:3]1=[O:4]. The solvent is C(C)O (ethanol). Starting materials: C(C1=CC=CC=C1)OC[C@@H]1[C@H]([C@]2(C[C@@H](CO2)C2=C(C=CC(=C2)C(F)(F)F)OC)CC1)C1=CC=C(C=C1)F ((3R,5R,6S,7S)-7-(Benzyloxymethyl)-6-(4-fluorophenyl)-3-(-2-methoxy-5-(trifluoromethyl)phenyl)-1-oxaspiro[4.4]nonane). As a reaction SMILES: C([O:8][CH2:9][C@H:10]1[CH2:30][CH2:29][C@:12]2([O:16][CH2:15][C@@H:14]([C:17]3[CH:22]=[C:21]([C:23]([F:26])([F:25])[F:24])[CH:20]=[CH:19][C:18]=3[O:27][CH3:28])[CH2:13]2)[C@@H:11]1[C:31]1[CH:36]=[CH:35][C:34]([F:37])=[CH:33][CH:32]=1)C1C=CC=CC=1>[OH-].[Pd+2].[OH-].C(O)C>[F:37][C:34]1[CH:35]=[CH:36][C:31]([C@@H:11]2[C@@H:10]([CH2:9][OH:8])[CH2:30][CH2:29][C@@:12]32[O:16][CH2:15][C@@H:14]([C:17]2[CH:22]=[C:21]([C:23]([F:25])([F:26])[F:24])[CH:20]=[CH:19][C:18]=2[O:27][CH3:28])[CH2:13]3)=[CH:32][CH:33]=1 |f:1.2.3|. The product is FC1=CC=C(C=C1)[C@H]1[C@]2(C[C@@H](CO2)C2=C(C=CC(=C2)C(F)(F)F)OC)CC[C@@H]1CO ((3R,5R,6S,7S)-(6-(4-Fluorophenyl)-3-(-2-methoxy-5-(trifluoromethyl)phenyl)-1-oxaspiro[4.4]non-7-yl)methanol). Isolated yield 80.2%. Reported procedure: (3R,5R,6S,7S)-7-(Benzyloxymethyl)-6-(4-fluorophenyl)-3-(-2-methoxy-5-(trifluoromethyl)phenyl)-1-oxaspiro[4.4]nonane (2.4 mg, 0.0047 mmol) was stirred with 0.7 mg of 20% palladium(II) hydroxide m 0.5 mL of 95% ethanol under hydrogen at atmospheric pressure for 1.5 h. The mixture was filtered through a 0.45 micron filter and the catalyst was rinsed with additional 95% ethanol. The filtrate was evaporated to give 1.6 mg of the title compound. 1NMR (400 MHz, CDCl3): δ 7.43-7.32 (m, 4H), 7.03 (t, 2H,... The reagents and catalysts are [OH-].[Pd+2].[OH-] (palladium(II) hydroxide). The reactants are C1CCOC1, CN(C)C=O, O=C(Cl)C(=O)Cl, O=C(O)C=Cc1ccc(F)cc1C(F)(F)F, N. As a reaction SMILES: [CH2:24]1[O:25][CH2:26][CH2:27][CH2:28]1.[CH:29]([N:30]([CH3:31])[CH3:32])=[O:33].[Cl:17][C:18]([C:19]([Cl:20])=[O:21])=[O:22].[F:1][c:2]1[cH:3][c:4]([C:13]([F:14])([F:15])[F:16])[c:5]([CH:8]=[CH:9][C:10](=[O:11])[OH:12])[cH:6][cH:7]1.[NH3:23]>>[F:1][c:2]1[cH:3][c:4]([C:13]([F:14])([F:15])[F:16])[c:5]([CH:8]=[CH:9][C:10](=[O:11])[NH2:23])[cH:6][cH:7]1. Product: NC(=O)C=Cc1ccc(F)cc1C(F)(F)F. Reactants: isopropylmagnesium chloride Grignard reagent, ClC=1N=C(C2=C(N1)C(=C(S2)CN2CCN(CC2)C([C@H](C)O)=O)C)N2CCOCC2 ((S)-1-(4-((2-chloro-7-methyl-4-morpholinothieno[3,2-d]pyrimidin-6-yl)methyl)piperazin-1-yl)-2-hydroxypropan-1-one), 4-(2-chloro-7-methylthieno[3,2-d]pyrimidin-4-yl)morpholino, C(CCC)[Li] (n-butyllithium), VI, CN(C=O)C (dimethylformamide). Product: ClC=1N=C(C2=C(N1)C(=C(S2)C=O)C)N2CCOCC2 (2-chloro-7-methyl-4-morpholinothieno[3,2-d]pyrimidine-6-carbaldehyde). As a reaction SMILES: [Cl:1][C:2]1[N:3]=[C:4]([N:24]2[CH2:29][CH2:28][O:27][CH2:26][CH2:25]2)[C:5]2[S:10][C:9]([CH2:11]N3CCN(C(=O)[C@@H](O)C)CC3)=[C:8]([CH3:23])[C:6]=2[N:7]=1.C([Li])CCC.CN(C)C=[O:38]>>[Cl:1][C:2]1[N:3]=[C:4]([N:24]2[CH2:29][CH2:28][O:27][CH2:26][CH2:25]2)[C:5]2[S:10][C:9]([CH:11]=[O:38])=[C:8]([CH3:23])[C:6]=2[N:7]=1. Procedure: Scheme 2 shows the synthesis of intermediate (S)-1-(4-((2-chloro-7-methyl-4-morpholinothieno[3,2-d]pyrimidin-6-yl)methyl)piperazin-1-yl)-2-hydroxypropan-1-one II from 4-(2-chloro-7-methylthieno[3,2-d]pyrimidin-4-yl)morpholino VI. Treatment of VI with isopropylmagnesium chloride Grignard reagent followed by n-butyllithium at −10° C. was followed by addition of dimethylformamide and quenching with aqueous acid gave formylated intermediate 2-chloro-7-methyl-4-morpholinothieno[3,2-d]pyrimidine-6-car... Starting materials: C(=O)(OCC)CC1=CC=C(C=C1)NC(C(COS(=O)(=O)C)NS(=O)(=O)C1=CC=C(C=C1)I)=O ((RS)-N-(4-(carbethoxymethyl)phenyl)-2-(4-iodobenzenesulfonylamino)-3-methanesulfonyloxypropanamide), ClC1=C(C=CC=C1)O (2-chlorophenol). Yields the product ClC1=C(OCC(C(=O)NC2=CC=C(C=C2)CC(=O)OCC)NS(=O)(=O)C2=CC=C(C=C2)I)C=CC=C1 ((RS)-3-(2-chlorophenoxy)-N-(4-(ethoxycarbonylmethyl)phenyl)-2-(4-iodobenzenesulfonylamino)propanamide). The yield is 63.1%. As a reaction SMILES: [C:1]([CH2:6][C:7]1[CH:12]=[CH:11][C:10]([NH:13][C:14](=[O:33])[CH:15]([NH:22][S:23]([C:26]2[CH:31]=[CH:30][C:29]([I:32])=[CH:28][CH:27]=2)(=[O:25])=[O:24])[CH2:16][O:17]S(C)(=O)=O)=[CH:9][CH:8]=1)([O:3][CH2:4][CH3:5])=[O:2].[Cl:34][C:35]1[CH:40]=[CH:39][CH:38]=[CH:37][C:36]=1O>>[Cl:34][C:35]1[CH:40]=[CH:39][CH:38]=[CH:37][C:36]=1[O:17][CH2:16][CH:15]([NH:22][S:23]([C:26]1[CH:31]=[CH:30][C:29]([I:32])=[CH:28][CH:27]=1)(=[O:25])=[O:24])[C:14]([NH:13][C:10]1[CH:11]=[CH:12][C:7]([CH2:6][C:1]([O:3][CH2:4][CH3:5])=[O:2])=[CH:8][CH:9]=1)=[O:33]. Procedure details: The procedure described in Example 125 was repeated, except that (RS)-N-(4-(carbethoxymethyl)phenyl)-2-(4-iodobenzenesulfonylamino)-3-methanesulfonyloxypropanamide (430 mg) was reacted with 2-chlorophenol (163 mg) to obtain (RS)-3-(2-chlorophenoxy)-N-(4-(ethoxycarbonylmethyl)phenyl)-2-(4-iodobenzenesulfonylamino)propanamide (285.8 mg). Starting materials: ClC1=NC=C(C(=O)O)C=C1 (6-chloronicotinic acid), FC1(C(C1)CO)F (2,2-difluorocyclopropanemethanol). The product is FC1(C(C1)COC1=NC=C(C(=O)O)C=C1)F (6-((2,2-difluorocyclopropyl)methoxy)nicotinic Acid). Reaction SMILES: Cl[C:2]1[CH:10]=[CH:9][C:5]([C:6]([OH:8])=[O:7])=[CH:4][N:3]=1.[F:11][C:12]1([F:17])[CH2:14][CH:13]1[CH2:15][OH:16]>>[F:11][C:12]1([F:17])[CH2:14][CH:13]1[CH2:15][O:16][C:2]1[CH:10]=[CH:9][C:5]([C:6]([OH:8])=[O:7])=[CH:4][N:3]=1. Procedure details: Using 6-chloronicotinic acid and 2,2-difluorocyclopropanemethanol, and in the same manner as in Step A of Example 40, the title compound was obtained.